This data is from the Open Reaction Database (ORD), a public repository of structured organic reaction records. The task is: describe an organic reaction: reactants, conditions, products, and yield The reactants are C[O-].[Na+] (sodium methylate), Cl.C(C)(=N)N (acetamidine hydrochloride), COC(C(C#N)C(OC)OC)OC (2-dimethoxymethyl-3,3-dimethoxypropanenitrile). Solvent: CO (methanol). Reaction conditions: time 1 hour. The product is CC1=NC=C(C(=N1)N)C(OC)OC (2-methyl-4-amino-5-dimethoxymethylpyrimidine). Isolated yield 92.9%. Reaction SMILES: C[O-].[Na+].Cl.[C:5]([NH2:8])(=[NH:7])[CH3:6].[CH3:9][O:10][CH:11]([O:20][CH3:21])[CH:12]([CH:15](OC)OC)[C:13]#[N:14]>CO>[CH3:6][C:5]1[N:8]=[C:13]([NH2:14])[C:12]([CH:11]([O:20][CH3:21])[O:10][CH3:9])=[CH:15][N:7]=1 |f:0.1,2.3|. Procedure: In the same reaction apparatus as in Example 9, there was placed 11.6 g (60 mmoles) of a 28 wt. % solution of sodium methylate in methanol. Thereto was added with stirring 5.67 g (60 mmoles) of acetamidine hydrochloride, and the mixture was stirred at room temperature for one hour. Subsequently, 9.45 g (50 mmoles) of 2-dimethoxymethyl-3,3-dimethoxypropanenitrile was added thereto and the mixture was heated and refluxed for 5 hours. After completion of the reaction, the reaction mixture was coole... Reactants: C(C)(C)(C)C1=CC(=NO1)NC(=O)C1NCCOC1 (morpholine-3-carboxylic acid (5-tert-butyl-isoxazol-3-yl)-amide), Cl (hydrochloride), FC1(CCC(CC1)C(=O)O)F (4,4-difluorocyclohexanecarboxylic acid), C(C)(C)N(C(C)C)CC (N,N-diisopropylethylamine), P(=O)(Cl)(Cl)Cl (phosphorous oxychloride). The solvent is C(C)#N (acetonitrile). Reaction conditions: time 18 hour. Product: C(C)(C)(C)C1=CC(=NO1)NC(=O)C1N(CCOC1)C(=O)C1CCC(CC1)(F)F (4-(4,4-Difluoro-cyclohexanecarbonyl)-morpholine-3-carboxylic acid (5-tert-butyl-isoxazol-3-yl)-amide). Reaction SMILES: [C:1]([C:5]1[O:9][N:8]=[C:7]([NH:10][C:11]([CH:13]2[CH2:18][O:17][CH2:16][CH2:15][NH:14]2)=[O:12])[CH:6]=1)([CH3:4])([CH3:3])[CH3:2].Cl.[F:20][C:21]1([F:30])[CH2:26][CH2:25][CH:24]([C:27](O)=[O:28])[CH2:23][CH2:22]1.C(N(CC)C(C)C)(C)C.P(Cl)(Cl)(Cl)=O>C(#N)C>[C:1]([C:5]1[O:9][N:8]=[C:7]([NH:10][C:11]([CH:13]2[CH2:18][O:17][CH2:16][CH2:15][N:14]2[C:27]([CH:24]2[CH2:25][CH2:26][C:21]([F:30])([F:20])[CH2:22][CH2:23]2)=[O:28])=[O:12])[CH:6]=1)([CH3:4])([CH3:2])[CH3:3]. Procedure details: To a cold (0° C.) solution of morpholine-3-carboxylic acid (5-tert-butyl-isoxazol-3-yl)-amide; hydrochloride (50 mg; 0.115 mmol), 4,4-difluorocyclohexanecarboxylic acid (18.9 mg, 0.115 mmol) and N,N-diisopropylethylamine (0.052 mL; 0.3 mmol) in anhydrous acetonitrile (2 mL) is added phosphorous oxychloride (0.01 mL; 0.115 mmol). The reaction mixture is left stirring at room temperature for 18 hours. After this time, the reaction mixture is quenched with saturated NH4Cl aqueous solution and extra... Starting materials: [Cl-].[NH4+] (ammonium chloride), C(C)OC(=O)C(C(=O)OCC)C(=O)OCC (Triethoxycarbonylmethane), [H-].[Na+] (sodium hydride), BrC(C(=O)C=1C(=NN2C1C=CC=C2)C(C)C)C (3-(2-Bromo-propionyl)-2-isopropylpyrazolo[1,5-a]pyridine). Solvent: CN(C)C=O (DMF), O (water). Run at time 0.5 hour. Product: C(C)OC(=O)C(C(=O)OCC)(C(C(=O)C=1C(=NN2C1C=CC=C2)C(C)C)C)C(=O)OCC (Ethyl 2,2-diethoxycarbonyl-4-(2-isopropylpyrazolo-[1,5-a]pyridine-3-yl)-3-methyl-4-oxobutyrate). Yield: 25.0%. As a reaction SMILES: [CH2:1]([O:3][C:4]([CH:6]([C:12]([O:14][CH2:15][CH3:16])=[O:13])[C:7]([O:9][CH2:10][CH3:11])=[O:8])=[O:5])[CH3:2].[H-].[Na+].Br[CH:20]([CH3:35])[C:21]([C:23]1[C:24]([CH:32]([CH3:34])[CH3:33])=[N:25][N:26]2[CH:31]=[CH:30][CH:29]=[CH:28][C:27]=12)=[O:22].[Cl-].[NH4+]>O.CN(C=O)C>[CH2:15]([O:14][C:12]([C:6]([C:4]([O:3][CH2:1][CH3:2])=[O:5])([CH:20]([CH3:35])[C:21]([C:23]1[C:24]([CH:32]([CH3:34])[CH3:33])=[N:25][N:26]2[CH:31]=[CH:30][CH:29]=[CH:28][C:27]=12)=[O:22])[C:7]([O:9][CH2:10][CH3:11])=[O:8])=[O:13])[CH3:16] |f:1.2,4.5|. Procedure details: Triethoxycarbonylmethane (1.53 g) was dissolved into DMF (20 ml), and, after adding sodium hydride (0.28 g), the mixture was stirred for 0.5 hours at room temperature. 3-(2-Bromo-propionyl)-2-isopropylpyrazolo[1,5-a]pyridine (1.77 g) was added and the mixture was stirred for 1 hour at room temperature, and then further stirred for 7 hours by heating to 80 to 100° C. Saturated aqueous solution of ammonium chloride was added to the reaction liquor, which was diluted with water, then extracted with... The reactants are CC1=C(C(C(=C(N1)C)C(=O)OCCN2CCN(CC2)C(C=3C=CC=CC3)C=4C=CC=CC4)C=5C=CC=C(C5)[N+](=O)[O-])C(=O)OC (Manidipine), CC(C)O.Cl (IPA HCl). Run in CC(=O)C (acetone). Yields the product CC1=C(C(C(=C(N1)C)C(=O)OCCN2CCN(CC2)C(C3=CC=CC=C3)C4=CC=CC=C4)C5=CC(=CC=C5)[N+](=O)[O-])C(=O)OC.Cl.Cl (manidipine Dihydrochloride). As a reaction SMILES: [CH3:1][C:2]1[NH:7][C:6]([CH3:8])=[C:5]([C:9]([O:11][CH2:12][CH2:13][N:14]2[CH2:19][CH2:18][N:17]([CH:20]([C:27]3[CH:28]=[CH:29][CH:30]=[CH:31][CH:32]=3)[C:21]3[CH:22]=[CH:23][CH:24]=[CH:25][CH:26]=3)[CH2:16][CH2:15]2)=[O:10])[CH:4]([C:33]2[CH:34]=[CH:35][CH:36]=[C:37]([N+:39]([O-:41])=[O:40])[CH:38]=2)[C:3]=1[C:42]([O:44][CH3:45])=[O:43].CC(O)C.[ClH:50]>CC(C)=O>[CH3:1][C:2]1[NH:7][C:6]([CH3:8])=[C:5]([C:9]([O:11][CH2:12][CH2:13][N:14]2[CH2:15][CH2:16][N:17]([CH:20]([C:27]3[CH:32]=[CH:31][CH:30]=[CH:29][CH:28]=3)[C:21]3[CH:22]=[CH:23][CH:24]=[CH:25][CH:26]=3)[CH2:18][CH2:19]2)=[O:10])[CH:4]([C:33]2[CH:34]=[CH:35][CH:36]=[C:37]([N+:39]([O-:41])=[O:40])[CH:38]=2)[C:3]=1[C:42]([O:44][CH3:45])=[O:43].[ClH:50].[ClH:50] |f:1.2,4.5.6|. Reported procedure: Manidipine base was dissolved in acetone (15 ml). The pH of the solution was adjusted to 1-1.5 with IPA-HCl solution with constant stifling to get manidipine Dihydrochloride. The reaction mass was filtered and dried for 2 hours (yield: 3 gm).